From a dataset of the Open Reaction Database (ORD), a public repository of structured organic reaction records. describe an organic reaction: reactants, conditions, products, and yield Reactants: C(C1=CC=CC=C1)O[C@@H]1C(O)O[C@@H]([C@H]([C@@H]1OCC1=CC=CC=C1)OCC1=CC=CC=C1)COCC1=CC=CC=C1 (2,3,4,6-tetra-O-benzyl-mannopyranose), COC(C)(C)C (MTB), C(C)OC(C(CBr)C1=CC=CC=C1)=O (2-phenyl-3-bromopropionic acid-ethyl ester), fine-powder, C([O-])([O-])=O.[Cs+].[Cs+] (cesium carbonate). Reagents/catalysts: [Cl-].C(CCC)[N+](CCCC)(CCCC)CCCC (tetrabutylammonium chloride). The solvent is C(C)OCOCC (diethoxymethane), C(C)OCOCC (diethoxymethane). Run at temperature 0 celsius. The product is C(C1=CC=CC=C1)O[C@@H]1C(OCC(C(=O)O)C2=CC=CC=C2)O[C@@H]([C@H]([C@@H]1OCC1=CC=CC=C1)OCC1=CC=CC=C1)COCC1=CC=CC=C1 (2,3,4,6-Tetra-O-benzyl-1-O-(1-phenyl-1-carboxy-eth-2-yl)-mannopyranose). RXN SMILES: [CH2:1]([O:8][C@H:9]1[C@@H:15]([O:16][CH2:17][C:18]2[CH:23]=[CH:22][CH:21]=[CH:20][CH:19]=2)[C@H:14]([O:24][CH2:25][C:26]2[CH:31]=[CH:30][CH:29]=[CH:28][CH:27]=2)[C@@H:13]([CH2:32][O:33][CH2:34][C:35]2[CH:40]=[CH:39][CH:38]=[CH:37][CH:36]=2)[O:12][CH:10]1[OH:11])[C:2]1[CH:7]=[CH:6][CH:5]=[CH:4][CH:3]=1.C(=O)([O-])[O-].[Cs+].[Cs+].C([O:49][C:50](=[O:60])[CH:51]([C:54]1[CH:59]=[CH:58][CH:57]=[CH:56][CH:55]=1)[CH2:52]Br)C.COC(C)(C)C>[Cl-].C([N+](CCCC)(CCCC)CCCC)CCC.C(OCOCC)C>[CH2:1]([O:8][C@H:9]1[C@@H:15]([O:16][CH2:17][C:18]2[CH:23]=[CH:22][CH:21]=[CH:20][CH:19]=2)[C@H:14]([O:24][CH2:25][C:26]2[CH:27]=[CH:28][CH:29]=[CH:30][CH:31]=2)[C@@H:13]([CH2:32][O:33][CH2:34][C:35]2[CH:36]=[CH:37][CH:38]=[CH:39][CH:40]=2)[O:12][CH:10]1[O:11][CH2:52][CH:51]([C:54]1[CH:59]=[CH:58][CH:57]=[CH:56][CH:55]=1)[C:50]([OH:60])=[O:49])[C:2]1[CH:3]=[CH:4][CH:5]=[CH:6][CH:7]=1 |f:1.2.3,6.7|. Reported procedure: A mixture that consists of 54.1 g (100 mmol) of 2,3,4,6-tetra-O-benzyl-mannopyranose, 1.39 g (5 mmol) of tetrabutylammonium chloride and 35.8 g (110 mmol) of fine-powder cesium carbonate in 400 ml of diethoxymethane is cooled to 0° C. At 0° C., 38.6 g (150 mmol) of 2-phenyl-3-bromopropionic acid-ethyl ester is added in drops and dissolved in 30 ml of diethoxymethane over 10 minutes while being stirred vigorously. It is stirred for one hour at 0° C. 250 ml of MTB (methyl-tert-butyl ether) is adde... Reactants: CN1N=C(C=C1C(=O)NC=1C=C(C=CC1)C#CC=1C=C(C=NC1)C(=O)N=S(=O)(C)C=1C=C(C(=O)OC)C=CC1)C (methyl 3-[N-({5-[(3-{[(1,3-dimethyl-1H-pyrazol-5-yl)carbonyl]amino}phenyl)ethynyl]pyridin-3-yl}carbonyl)-S-methylsulfonimidoyl]benzoate), [OH-].[Na+] (NaOH), C(C)(=O)O (acetic acid). Run in C1CCOC1 (THF). Yields the product CN1N=C(C=C1C(=O)NC=1C=C(C=CC1)C#CC=1C=C(C=NC1)C(=O)N=S(=O)(C)C=1C=C(C(=O)O)C=CC1)C (3-[N-({5-[(3-{[(1,3-dimethyl-1H-pyrazol-5-yl)carbonyl]amino}phenyl)ethynyl]pyridin-3-yl}carbonyl)-S-methylsulfonimidoyl]benzoic acid). The yield is 66.2%. As a reaction SMILES: [CH3:1][N:2]1[C:6]([C:7]([NH:9][C:10]2[CH:11]=[C:12]([C:16]#[C:17][C:18]3[CH:19]=[C:20]([C:24]([N:26]=[S:27]([C:30]4[CH:31]=[C:32]([CH:37]=[CH:38][CH:39]=4)[C:33]([O:35]C)=[O:34])([CH3:29])=[O:28])=[O:25])[CH:21]=[N:22][CH:23]=3)[CH:13]=[CH:14][CH:15]=2)=[O:8])=[CH:5][C:4]([CH3:40])=[N:3]1.[OH-].[Na+].C(O)(=O)C>C1COCC1>[CH3:1][N:2]1[C:6]([C:7]([NH:9][C:10]2[CH:11]=[C:12]([C:16]#[C:17][C:18]3[CH:19]=[C:20]([C:24]([N:26]=[S:27]([C:30]4[CH:31]=[C:32]([CH:37]=[CH:38][CH:39]=4)[C:33]([OH:35])=[O:34])([CH3:29])=[O:28])=[O:25])[CH:21]=[N:22][CH:23]=3)[CH:13]=[CH:14][CH:15]=2)=[O:8])=[CH:5][C:4]([CH3:40])=[N:3]1 |f:1.2|. Reported procedure: A 50 ml THF solution of methyl 3-[N-({5-[(3-{[(1,3-dimethyl-1H-pyrazol-5-yl)carbonyl]amino}phenyl)ethynyl]pyridin-3-yl}carbonyl)-S-methylsulfonimidoyl]benzoate (228 mg, 0.41 mmol) and 0.5M NaOH (6.6 ml, 3.28 mmol) was stirred at room temperature for 3 hours. The reaction was quenched with acetic acid (0.188 ml, 3.28 mmol) and rotary evaporated to remove the THF solvent. The aqueous solution was partitioned between EtOAc and dilute HCl/brine mixture, the EtOAc layer washed with brine, dried with ... Starting materials: C[Si](C)(C)CCOCn1cc(C#N)nc1C(=O)Nc1ccc(C2CNS(=O)(=O)NC2)cc1C1=CCCCC1, CCCC[N+](CCCC)(CCCC)CCCC, [F-], NCCN, CN(C)C=O. The product is N#Cc1c[nH]c(C(=O)Nc2ccc(C3CNS(=O)(=O)NC3)cc2C2=CCCCC2)n1. RXN SMILES: [C:1]1([c:7]2[c:8]([NH:21][C:22](=[O:23])[c:24]3[n:25]([CH2:31][O:32][CH2:33][CH2:34][Si:35]([CH3:36])([CH3:37])[CH3:38])[cH:26][c:27]([C:29]#[N:30])[n:28]3)[cH:9][cH:10][c:11]([CH:13]3[CH2:14][NH:15][S:16](=[O:19])(=[O:20])[NH:17][CH2:18]3)[cH:12]2)=[CH:2][CH2:3][CH2:4][CH2:5][CH2:6]1.[CH3:44][CH2:45][CH2:46][CH2:47][N+:48]([CH2:49][CH2:50][CH2:51][CH3:52])([CH2:53][CH2:54][CH2:55][CH3:56])[CH2:57][CH2:58][CH2:59][CH3:60].[F-:43].[NH2:39][CH2:40][CH2:41][NH2:42].[O:61]=[CH:62][N:63]([CH3:64])[CH3:65]>>[C:1]1([c:7]2[c:8]([NH:21][C:22](=[O:23])[c:24]3[nH:25][cH:26][c:27]([C:29]#[N:30])[n:28]3)[cH:9][cH:10][c:11]([CH:13]3[CH2:14][NH:15][S:16](=[O:19])(=[O:20])[NH:17][CH2:18]3)[cH:12]2)=[CH:2][CH2:3][CH2:4][CH2:5][CH2:6]1. Reactants: ClC1=C(C=O)C=CC=C1 (2-chlorobenzaldehyde), COC1=C(C=C(N)C=C1)OCCOC (4-methoxy-3-(2-methoxyethoxy) aniline). Yields the product NC1=C(C=C(C(=C1)OCCOC)OC)C(=O)C1=C(C=CC=C1)Cl ((2-amino-5-methoxy-4-(2-methoxyethoxy)phenyl)-(2-chlorophenyl)-methanone). Reaction SMILES: [Cl:1][C:2]1[CH:9]=[CH:8][CH:7]=[CH:6][C:3]=1[CH:4]=[O:5].[CH3:10][O:11][C:12]1[CH:18]=[CH:17][C:15]([NH2:16])=[CH:14][C:13]=1[O:19][CH2:20][CH2:21][O:22][CH3:23]>>[NH2:16][C:15]1[CH:14]=[C:13]([O:19][CH2:20][CH2:21][O:22][CH3:23])[C:12]([O:11][CH3:10])=[CH:18][C:17]=1[C:4]([C:3]1[CH:6]=[CH:7][CH:8]=[CH:9][C:2]=1[Cl:1])=[O:5]. Procedure details: (2-amino-5-methoxy-4-(2-methoxyethoxy)phenyl)-(2-chlorophenyl)-methanone (Xgg) was prepared by reacting 2-chlorobenzaldehyde with 0.0296 moles of 4-methoxy-3-(2-methoxyethoxy) aniline in a manner analogous to Example 1. MH+/Z=336.